From a dataset of the Open Reaction Database (ORD), a public repository of structured organic reaction records. describe an organic reaction: reactants, conditions, products, and yield The product is COCC1CN(CC(C(C)C)N(C)C(=O)c2ccc(F)c(F)c2)C1. The reactants are COCC1CNC1, CO, Cl, CC(C)C(C=O)N(C)C(=O)c1ccc(F)c(F)c1. As a reaction SMILES: [CH3:20][O:21][CH2:22][CH:23]1[CH2:24][NH:25][CH2:26]1.[CH3:27][OH:28].[ClH:19].[F:1][c:2]1[cH:3][c:4]([C:5](=[O:6])[N:7]([CH:8]([CH:9]=[O:10])[CH:11]([CH3:12])[CH3:13])[CH3:14])[cH:15][cH:16][c:17]1[F:18]>>[F:1][c:2]1[cH:3][c:4]([C:5](=[O:6])[N:7]([CH:8]([CH2:9][N:25]2[CH2:24][CH:23]([CH2:22][O:21][CH3:20])[CH2:26]2)[CH:11]([CH3:12])[CH3:13])[CH3:14])[cH:15][cH:16][c:17]1[F:18]. The reactants are B(OC(C)C)(OC(C)C)OC(C)C (triisopropyl borate), COC1CC=2C=CC=CC2CC1 (6-methoxy-5,6,7,8-tetrahydronaphthalene), [Li]CCCC (n-BuLi). Run in C1CCOC1 (THF), hexanes. Conditions: temperature 0 celsius, time 1 hour. Yields the product COC1CC=2C=CC=CC2CC1B(O)O (6-Methoxy-5,6,7,8-tetrahydronaphthalene-7-boronic acid). Reaction SMILES: [CH3:1][O:2][CH:3]1[CH2:12][CH2:11][C:10]2[CH:9]=[CH:8][CH:7]=[CH:6][C:5]=2[CH2:4]1.[Li]CCCC.[B:18](OC(C)C)([O:23]C(C)C)[O:19]C(C)C>C1COCC1>[CH3:1][O:2][CH:3]1[CH:12]([B:18]([OH:23])[OH:19])[CH2:11][C:10]2[CH:9]=[CH:8][CH:7]=[CH:6][C:5]=2[CH2:4]1. Procedure: A −78° C. solution of 10.0 g (61.6 mmol) of 6-methoxy-5,6,7,8-tetrahydronaphthalene in 75 mL of THF was treated in a dropwise manner with 42.0 mL (67.2 mmol) of 1.6 M n-BuLi in hexanes. The mixture was stirred for 1 hr and was treated with 14.8 mL (64.1 mmol) of triisopropyl borate. The reaction was allowed to warm slowly to 0° C. and was stirred at this temperature for 0.5 hr. The reaction was quenched by the careful addition of 120 mL of aq 1N HCl. The layers were separated and the aqueous lay... Reported procedure: Ethyl N-(4-chloro-5-cyclopentyloxy-2-fluorophenyl)carbamate (6.02 g, 20 mmol), ferric chloride (53.5 mg, 0.33 mmol) and tributylamine (185 mg, 1.00 -mmol) were introduced into a two-necked flask (50 cc) equipped with a distillation unit and heated to 200° C. Ethyl 2-hydroxy-3-methyl-3-butenoate (4.33 g, 30 mmol) was added dropwise to the mixed solution over 30 minutes, and after the addition, the solution was stirred at 200° C. for 3.5 hours. After completion of the reaction, the reaction soluti... Run at temperature 200 celsius, time 3.5 hour. RXN SMILES: [Cl:1][C:2]1[C:7]([O:8][CH:9]2[CH2:13][CH2:12][CH2:11][CH2:10]2)=[CH:6][C:5]([NH:14][C:15](=[O:19])[O:16][CH2:17][CH3:18])=[C:4]([F:20])[CH:3]=1.O[CH:22]([C:28](C)=C)[C:23](OCC)=O.Cl.C[OH:33]>C(N(CCCC)CCCC)CCC>[Cl:1][C:2]1[C:7]([O:8][CH:9]2[CH2:10][CH2:11][CH2:12][CH2:13]2)=[CH:6][C:5]([N:14]2[C:18](=[O:33])[C:17](=[C:22]([CH3:28])[CH3:23])[O:16][C:15]2=[O:19])=[C:4]([F:20])[CH:3]=1. Starting materials: Cl (hydrochloric acid), CO (methanol), ClC1=CC(=C(C=C1OC1CCCC1)NC(OCC)=O)F (Ethyl N-(4-chloro-5-cyclopentyloxy-2-fluorophenyl)carbamate), ferric chloride, OC(C(=O)OCC)C(=C)C (Ethyl 2-hydroxy-3-methyl-3-butenoate). The product is ClC1=CC(=C(C=C1OC1CCCC1)N1C(OC(C1=O)=C(C)C)=O)F (3-(4-chloro-5-cyclopentyloxy-2-fluorophenyl)-5-isopropylidene-1,3-oxazolidine-2,4-dione). Reagents/catalysts: C(CCC)N(CCCC)CCCC (tributylamine). Isolated yield 67.4%. The reactants are CO, COc1cc2c(=O)n(COC(=O)C(C)(C)C)cnc2cc1OCCCl, N. Product: COc1cc2c(=O)[nH]cnc2cc1OCCCl. As a reaction SMILES: [CH3:27][OH:28].[Cl:1][CH2:2][CH2:3][O:4][c:5]1[c:6]([O:24][CH3:25])[cH:7][c:8]2[c:9](=[O:23])[n:10]([CH2:15][O:16][C:17](=[O:18])[C:19]([CH3:20])([CH3:21])[CH3:22])[cH:11][n:12][c:13]2[cH:14]1.[NH3:26]>>[Cl:1][CH2:2][CH2:3][O:4][c:5]1[c:6]([O:24][CH3:25])[cH:7][c:8]2[c:9](=[O:23])[nH:10][cH:11][n:12][c:13]2[cH:14]1. The product is BrCC1=CC=CC2=C1N=C(O2)C2=C(C=C(C(=C2)OC)OC)OCOC (4-bromomethyl-2-(4,5-dimethoxy-2-methoxymethoxyphenyl)benzoxazole). Conditions: temperature 0 celsius. Isolated yield 66.0%. Reagents/catalysts: CC(C)(C#N)N=NC(C)(C)C#N (AIBN). Reactants: COC1=CC(=C(C=C1OC)C=1OC2=C(N1)C(=CC=C2)C)OCOC (2-(4,5-dimethoxy-2-methoxymethoxyphenyl)-4-methylbenzoxazole), BrN1C(CCC1=O)=O (N-bromosuccinimide), N#N (N2). Procedure details: A mixture of 5 (1.39 g, 4.23 mmol), N-bromosuccinimide (0.75 g, 4.23 mmol) and AIBN (33 mg, 0.2 mmol) in CCl4 (70 mL) was refluxed for 15 hours under a flow of dry N2 gas. The reaction mixture was cooled to 0° C. and the precipitate was removed by filtration while maintaining the temperature at 0° C. After the solvent was evaporated, the residue was washed with small amount of ethanol several times to afford a pinkish solid 6 (1.14 g, 66%): 1H-NMR (500 MHz, CDCl3) δ3.60 (s, 3H), 3.97 (s, 3H), 3.... As a reaction SMILES: [CH3:1][O:2][C:3]1[C:8]([O:9][CH3:10])=[CH:7][C:6]([C:11]2[O:12][C:13]3[CH:19]=[CH:18][CH:17]=[C:16]([CH3:20])[C:14]=3[N:15]=2)=[C:5]([O:21][CH2:22][O:23][CH3:24])[CH:4]=1.[Br:25]N1C(=O)CCC1=O.N#N>C(Cl)(Cl)(Cl)Cl.CC(N=NC(C#N)(C)C)(C#N)C>[Br:25][CH2:20][C:16]1[C:14]2[N:15]=[C:11]([C:6]3[CH:7]=[C:8]([O:9][CH3:10])[C:3]([O:2][CH3:1])=[CH:4][C:5]=3[O:21][CH2:22][O:23][CH3:24])[O:12][C:13]=2[CH:19]=[CH:18][CH:17]=1. Run in C(Cl)(Cl)(Cl)Cl (CCl4). Starting materials: O (water), N1=CC(=CC=C1)C1=NC(=NC=C1)NC1=CC=C(C=C1)O (4-[[4-(3-pyridinyl)-2-pyrimidinyl]amino]phenol), [OH-].[Na+] (sodium hydroxide), Cl.C(C)(C)N(C(C)C)CCCl (diisopropylaminoethyl chloride hydrochloride). Solvent: CN(C=O)C (dimethylformamide). Conditions: time 48 hour. Yields the product CC(C)N(CCOC1=CC=C(C=C1)NC1=NC=CC(=N1)C=1C=NC=CC1)C(C)C (N-[4-[2-[bis(1-Methylethyl)amino]ethoxy]phenyl]-4-(3-pyridinyl)-2-pyrimidinamine). As a reaction SMILES: [N:1]1[CH:6]=[CH:5][CH:4]=[C:3]([C:7]2[CH:12]=[CH:11][N:10]=[C:9]([NH:13][C:14]3[CH:19]=[CH:18][C:17]([OH:20])=[CH:16][CH:15]=3)[N:8]=2)[CH:2]=1.Cl.[CH:22]([N:25]([CH2:29][CH2:30]Cl)[CH:26]([CH3:28])[CH3:27])([CH3:24])[CH3:23].[OH-].[Na+].O>CN(C)C=O>[CH3:23][CH:22]([N:25]([CH:26]([CH3:28])[CH3:27])[CH2:29][CH2:30][O:20][C:17]1[CH:18]=[CH:19][C:14]([NH:13][C:9]2[N:8]=[C:7]([C:3]3[CH:2]=[N:1][CH:6]=[CH:5][CH:4]=3)[CH:12]=[CH:11][N:10]=2)=[CH:15][CH:16]=1)[CH3:24] |f:1.2,3.4|. Procedure details: A 2.64 g portion of 4-[[4-(3-pyridinyl)-2-pyrimidinyl]amino]phenol was dissolved in 60 ml of dimethylformamide by warming on a steam bath and then cooled. A 2.0 g portion of diisopropylaminoethyl chloride hydrochloride was added and dissolved with stirring. A 20 ml portion of 5N sodium hydroxide was added dropwise over 5 minutes, then 5 ml of water was added and the mixture was stirred for 20hours. The mixture was then heated on a steam bath for 30 minutes, allowed to stand 48 hours and then eva...